This data is from the Open Reaction Database (ORD), a public repository of structured organic reaction records. The task is: describe an organic reaction: reactants, conditions, products, and yield The reactants are C1(C(CC(CC1)C(=O)O)C(=O)O)C(=O)O (1,2,4-cyclohexanetricarboxylic acid), C(C)(=O)OC(C)=O (acetic anhydride). The solvent is C(C)(=O)O (acetic acid). Conditions: temperature 120 celsius, time 1 hour. Product: C12C(CC(CC1)C(=O)O)C(=O)OC2=O (1,2,4-cyclohexanetricarboxylic acid-1,2-anhydride). RXN SMILES: [CH:1]1([C:13]([OH:15])=[O:14])[CH2:6][CH2:5][CH:4]([C:7]([OH:9])=[O:8])[CH2:3][CH:2]1[C:10]([OH:12])=O.C(OC(=O)C)(=O)C>C(O)(=O)C>[CH:1]12[C:13](=[O:14])[O:15][C:10](=[O:12])[CH:2]1[CH2:3][CH:4]([C:7]([OH:9])=[O:8])[CH2:5][CH2:6]2. Procedure: Into a four-necked flask equipped with a thermometer, a stirrer, a condenser and a heat controller, were charged 100 parts of 1,2,4-cyclohexanetricarboxylic acid, 67 parts of acetic anhydride and 333 parts of glacial acetic acid. The contents were stirred for anhydrization at 120° C. for one hour under heating in a nitrogen gas flow. After cooling to 25° C., the precipitated crystals were separated by filtration and dried in a nitrogen gas flow to obtain a white, solid 1,2,4-cyclohexanetricarbox... Reactants: O (water), C=O (formaldehyde), CC1=CC=C(C=C1)N1OC(NC1=O)=O (2-(4-Methylphenyl)-1,2,4-oxadiazolidin-3,5-dione). The solvent is C(Cl)Cl (methylene chloride), CO (methanol), CO (methanol). Run at time 2 hour. The product is CC1=CC=C(C=C1)N1OC(N(C1=O)CO)=O (2-(4-methylphenyl)-4-hydroxymethyl-1,2,4-oxadiazolidin- 3,5-dione). As a reaction SMILES: [CH3:1][C:2]1[CH:7]=[CH:6][C:5]([N:8]2[C:12](=[O:13])[NH:11][C:10](=[O:14])[O:9]2)=[CH:4][CH:3]=1.[CH2:15]=[O:16].O>CO.C(Cl)Cl>[CH3:1][C:2]1[CH:3]=[CH:4][C:5]([N:8]2[C:12](=[O:13])[N:11]([CH2:15][OH:16])[C:10](=[O:14])[O:9]2)=[CH:6][CH:7]=1. Procedure details: 2-(4-Methylphenyl)-1,2,4-oxadiazolidin-3,5-dione (0.05 mole) dissolved in methanol (100 ml) and aqueous formaldehyde (37% conc.; 0.06 mole) are charged into a glass reaction vessel equipped with a mechanical stirrer, thermometer and reflux condenser. The reaction mixture is heated at reflux, with stirring for a period of about 2 hours. After this time the reaction mixture is stripped of methanol and water, leaving a residue. This residue is dissolved in methylene chloride, and the resulting solu... Reactants: OC1=C(C(N(C2=NC=CC=C12)C1=CC=CC=C1)=O)C(CC1=CC=C(C=C1)S(=O)(=O)C)=O (4-hydroxy-3-[1-oxo-2-(4-methylsulfonylphenyl)ethyl]-1-phenyl-1,8-naphthyridin-2 (1H)-one), O.NN (hydrazine monohydrate). Solvent: CN(C)C=O (DMF). The product is CS(=O)(=O)C1=CC=C(CC2=NNC3=C2C(N(C=2N=CC=CC32)C3=CC=CC=C3)=O)C=C1 (3-(4-methylsulfonylbenzyl)-5-phenyl-1H-pyrazolo[4,3-c][1,8]naphthyridin-4 (5H)-one). Isolated yield 72.7%. RXN SMILES: O[C:2]1[C:11]2[C:6](=[N:7][CH:8]=[CH:9][CH:10]=2)[N:5]([C:12]2[CH:17]=[CH:16][CH:15]=[CH:14][CH:13]=2)[C:4](=[O:18])[C:3]=1[C:19](=O)[CH2:20][C:21]1[CH:26]=[CH:25][C:24]([S:27]([CH3:30])(=[O:29])=[O:28])=[CH:23][CH:22]=1.O.[NH2:33][NH2:34]>CN(C=O)C>[CH3:30][S:27]([C:24]1[CH:25]=[CH:26][C:21]([CH2:20][C:19]2[C:3]3[C:4](=[O:18])[N:5]([C:12]4[CH:17]=[CH:16][CH:15]=[CH:14][CH:13]=4)[C:6]4[N:7]=[CH:8][CH:9]=[CH:10][C:11]=4[C:2]=3[NH:34][N:33]=2)=[CH:22][CH:23]=1)(=[O:29])=[O:28] |f:1.2|. Procedure: To a suspension of 4-hydroxy-3-[1-oxo-2-(4-methylsulfonylphenyl)ethyl]-1-phenyl-1,8-naphthyridin-2 (1H)-one (101 mg, 0.23 mmol) in DMF (2.5 ml) was added hydrazine monohydrate (80%, 28 μl, 0.87 mmol, 3.8 eq.), and the mixture was treated in the same manner as in Example 16 to give 3-(4-methylsulfonylbenzyl)-5-phenyl-1H-pyrazolo[4,3-c][1,8]naphthyridin-4 (5H)-one (72 mg, 72%). The reactants are FC1=CC=C(C=C1)[Mg]Br (p-fluorophenyl magnesium bromide), C(C1=CC=CC=C1)(=O)N1C[C@H]2CCC(C[C@H]2CC1)=O (cis-2-benzoyl-6-oxodecahydroisoquinoline), solid, C(C)(=O)OCC (ethyl acetate). The solvent is C1CCOC1 (THF), C1CCOC1 (THF). The product is C(C1=CC=CC=C1)(=O)N1C[C@H]2CCC(C[C@H]2CC1)(O)C1=CC=C(C=C1)F (Cis-2-Benzoyl-6-(4'-fluorophenyl)-6-hydroxydecahydroisoquinoline). As a reaction SMILES: [F:1][C:2]1[CH:7]=[CH:6][C:5]([Mg]Br)=[CH:4][CH:3]=1.[C:10]([N:18]1[CH2:27][CH2:26][C@H:25]2[C@H:20]([CH2:21][CH2:22][C:23](=[O:28])[CH2:24]2)[CH2:19]1)(=[O:17])[C:11]1[CH:16]=[CH:15][CH:14]=[CH:13][CH:12]=1.C(OCC)(=O)C>C1COCC1>[C:10]([N:18]1[CH2:27][CH2:26][C@H:25]2[C@H:20]([CH2:21][CH2:22][C:23]([C:5]3[CH:6]=[CH:7][C:2]([F:1])=[CH:3][CH:4]=3)([OH:28])[CH2:24]2)[CH2:19]1)(=[O:17])[C:11]1[CH:12]=[CH:13][CH:14]=[CH:15][CH:16]=1. Reported procedure: Following the general procedure described in Example 25, a solution of p-fluorophenyl magnesium bromide in THF (1.0M, 2.61 mL, 2.61 mmol) was reacted with cis-2-benzoyl-6-oxodecahydroisoquinoline (670 mg, 2.61 mmol) in anhydrous THF at -78° C. Column chromatography (ethyl acetate) afforded the product, a solid (478 mg):mp 84°-85° C.; NMR (CDCl3, 200 MHz): 7.5-7.35 (m, 7H), 7.0 (t, 2H, J=8), 4.65-4.35 (m, 1H), 3.8-3.6 (m, 1H), 3.3-3.1 (m, 1H), 3.1-2.8 (m, 1H), 2.65-2.35 (m, 1H), 2.1-1.4 (m, 10 H)... Starting materials: S1C(=NC2=C1C=CC=C2)SC(C#N)C2=CC(=CC=C2)C(C2=CC=CC=C2)=O (alpha-(2-benzothiazolylthio)(m-benzoylphenyl)-acetonitrile), [Cl-].[NH4+] (ammonium chloride), CI (methyl iodide), C[O-].[Na+] (sodium methoxide). The solvent is COCCOC (DME), CO (Methanol), CO (methanol). Product: S1C(=NC2=C1C=CC=C2)SC(C#N)(C)C2=CC(=CC=C2)C(C2=CC=CC=C2)=O (alpha-(2-benzothiazolylthio)-alpha-(m-benzoylphenyl)propionitrile). Isolated yield 70.0%. RXN SMILES: [S:1]1[C:5]2[CH:6]=[CH:7][CH:8]=[CH:9][C:4]=2[N:3]=[C:2]1[S:10][CH:11]([C:14]1[CH:19]=[CH:18][CH:17]=[C:16]([C:20](=[O:27])[C:21]2[CH:26]=[CH:25][CH:24]=[CH:23][CH:22]=2)[CH:15]=1)[C:12]#[N:13].[CH3:28][O-].[Na+].CI.[Cl-].[NH4+]>CO.COCCOC>[S:1]1[C:5]2[CH:6]=[CH:7][CH:8]=[CH:9][C:4]=2[N:3]=[C:2]1[S:10][C:11]([C:14]1[CH:19]=[CH:18][CH:17]=[C:16]([C:20](=[O:27])[C:21]2[CH:22]=[CH:23][CH:24]=[CH:25][CH:26]=2)[CH:15]=1)([CH3:28])[C:12]#[N:13] |f:1.2,4.5|. Procedure: Methanol (3 ml) and 2 ml of DME were added to 802 mg of alpha-(2-benzothiazolylthio)(m-benzoylphenyl)-acetonitrile, and the mixture was stirred in an argon atmosphere under ice cooling. Then, 0.78 ml of a 2.7 M methanol solution of sodium methoxide was added, and then 0.19 ml of methyl iodide was added dropwise. The reaction mixture was stirred at room temperature for 1 hour, and after adding an aqueous solution of ammonium chloride (1 g/20 ml), extracted with 40 ml of methylene chloride three t...